This data is from the Open Reaction Database (ORD), a public repository of structured organic reaction records. The task is: describe an organic reaction: reactants, conditions, products, and yield The reactants are [BH4-], C1CCOC1, CC(C)Oc1ccc(-c2nc(-c3cccc4c(CCC(=O)O)cn(C)c34)no2)cc1Cl, [Na+]. The product is CC(C)Oc1ccc(-c2nc(-c3cccc4c(CCCO)cn(C)c34)no2)cc1Cl. Reaction SMILES: [BH4-:1].[CH2:34]1[O:35][CH2:36][CH2:37][CH2:38]1.[Cl:3][c:4]1[cH:5][c:6](-[c:14]2[n:15][c:16](-[c:19]3[cH:20][cH:21][cH:22][c:23]4[c:24]([CH2:29][CH2:30][C:31](=[O:32])[OH:33])[cH:25][n:26]([CH3:28])[c:27]34)[n:17][o:18]2)[cH:7][cH:8][c:9]1[O:10][CH:11]([CH3:12])[CH3:13].[Na+:2]>>[Cl:3][c:4]1[cH:5][c:6](-[c:14]2[n:15][c:16](-[c:19]3[cH:20][cH:21][cH:22][c:23]4[c:24]([CH2:29][CH2:30][CH2:31][OH:32])[cH:25][n:26]([CH3:28])[c:27]34)[n:17][o:18]2)[cH:7][cH:8][c:9]1[O:10][CH:11]([CH3:12])[CH3:13]. Starting materials: [N+](=O)([O-])C=1C=C2C=NNC2=CC1 (5-nitroindazole), C(=O)([O-])[O-].[K+].[K+] (K2CO3), BrCC(OC)OC (2-bromo-1,1-dimethoxy-ethane). Run in CN(C=O)C (N,N-dimethylformamide). Run at temperature 55 celsius, time 12 hour. Product: COC(CN1N=C2C=CC(=CC2=C1)[N+](=O)[O-])OC (2-(2,2-dimethoxyethyl)-5-nitro-2H-indazole). Isolated yield 23.4%. RXN SMILES: [N+:1]([C:4]1[CH:5]=[C:6]2[C:10](=[CH:11][CH:12]=1)[NH:9][N:8]=[CH:7]2)([O-:3])=[O:2].C([O-])([O-])=O.[K+].[K+].Br[CH2:20][CH:21]([O:24][CH3:25])[O:22][CH3:23]>CN(C)C=O>[CH3:23][O:22][CH:21]([O:24][CH3:25])[CH2:20][N:8]1[CH:7]=[C:6]2[C:10]([CH:11]=[CH:12][C:4]([N+:1]([O-:3])=[O:2])=[CH:5]2)=[N:9]1 |f:1.2.3|. Procedure details: To mixture of 3.00 g (18.4 mmol) of 5-nitroindazole and 5.08 g (36.9 mmol) of K2CO3 in 61 mL of N,N-dimethylformamide and was added 3.42 g (20.2 mmol) of 2-bromo-1,1-dimethoxy-ethane. The mixture was heated to 55° C. and allowed to stir for 12 hours. The reaction mixture was cooled to room temperature and the contents filtered through a bed of celite. The filtrate was then concentrated under reduced pressure and the residue purified via column chromatography (30–80% ethyl acetate/hexanes) to pro... Starting materials: O=C([O-])[O-], COC(=O)CS, CCOC(C)=O, ClCCCOc1ccccc1, [K+], [K+], CN(C)C=O. Yields the product COC(=O)CSCCCOc1ccccc1. RXN SMILES: [C:18](=[O:19])([O-:20])[O-:21].[CH3:12][O:13][C:14]([CH2:15][SH:16])=[O:17].[CH3:29][CH2:30][O:31][C:32]([CH3:33])=[O:34].[Cl:1][CH2:2][CH2:3][CH2:4][O:5][c:6]1[cH:7][cH:8][cH:9][cH:10][cH:11]1.[K+:22].[K+:23].[O:24]=[CH:25][N:26]([CH3:27])[CH3:28]>>[CH2:2]([CH2:3][CH2:4][O:5][c:6]1[cH:7][cH:8][cH:9][cH:10][cH:11]1)[S:16][CH2:15][C:14]([O:13][CH3:12])=[O:17]. The reactants are N1=CC=C(C=C1)C(CC(=O)OCC)=O (ethyl 3-(4-pyridyl)-3-oxopropionate), Cl.CC1(CN=C(NC1)N)C (5,5-dimethyl-1,4,5,6-tetrahydro-2-pyrimidinamine monohydrochloride), C([O-])([O-])=O.[K+].[K+] (potassium carbonate). Run in ClCCl (dichloromethane), C(C)O (ethanol). Product: CC1(CNC=2N(C(C=C(N2)C2=CC=NC=C2)=O)C1)C (7,7-Dimethyl-2-(pyridin-4-yl)-6,7,8,9-tetrahydro-4H-pyrimido[1,2-a]pyrimidin-4-one). The yield is 80.5%. RXN SMILES: [N:1]1[CH:6]=[CH:5][C:4]([C:7](=O)[CH2:8][C:9]([O:11]CC)=O)=[CH:3][CH:2]=1.Cl.[CH3:16][C:17]1([CH3:24])[CH2:22][NH:21][C:20]([NH2:23])=[N:19][CH2:18]1.C(=O)([O-])[O-].[K+].[K+]>C(O)C.ClCCl>[CH3:16][C:17]1([CH3:24])[CH2:22][N:21]2[C:9](=[O:11])[CH:8]=[C:7]([C:4]3[CH:3]=[CH:2][N:1]=[CH:6][CH:5]=3)[N:23]=[C:20]2[NH:19][CH2:18]1 |f:1.2,3.4.5|. Procedure details: A mixture of 5.9 g (30.55 mmol) of ethyl 3-(4-pyridyl)-3-oxopropionate, 5.0 g (30.55 mmol) of 5,5-dimethyl-1,4,5,6-tetrahydro-2-pyrimidinamine monohydrochloride (prepared by analogy to U.S. Pat. No. 4,262,122) and 6.33 g (45.82 mmol) of potassium carbonate in 60 ml of ethanol was heated at reflux temperature during 12 h. The cooled suspension was filtered and the solvent removed by evaporation. The residue obtained was dissolved in dichloromethane and washed with water. The organic phase was dri... Reactants: C(C)N(CC1CO1)CC (1-diethylamino-2,3-epoxypropane), [Na].N#CN (cyanamide monosodium). The solvent is CO (methanol). Reaction conditions: time 15 hour. The product is NC=1OC(CN1)CN(CC)CC (2-Amino-5-diethylaminomethyl-2-oxazoline). Yield: 68.0%. RXN SMILES: [CH2:1]([N:3]([CH2:8][CH3:9])[CH2:4][CH:5]1[O:7][CH2:6]1)[CH3:2].[Na].[N:11]#[C:12][NH2:13]>CO>[NH2:11][C:12]1[O:7][CH:5]([CH2:4][N:3]([CH2:8][CH3:9])[CH2:1][CH3:2])[CH2:6][N:13]=1 |f:1.2,^1:9|. Reported procedure: 0.2 Mole of the 1-diethylamino-2,3-epoxypropane thus prepared is added, drop by drop, to 12.8 g of the cyanamide monosodium derivative dissolved in 200 cc of anhydrous methanol with vigorous stirring. After 15 hours of stirring at ambient temperature, the methanol is evaporated and the residue picked up with 300 cc of ether. The precipitate is eliminated by filtering. The ether phase is washed twice with 2 cc of water then dried on Na2SO4 after decanting. The ether is evaporated under low pressu...